This data is from the Open Reaction Database (ORD), a public repository of structured organic reaction records. The task is: describe an organic reaction: reactants, conditions, products, and yield The reactants are C#CCNCC=O, Cc1nnc(N=C=O)s1, c1ccccc1. Product: C#CCN(CC=O)C(=O)Nc1nnc(C)s1. RXN SMILES: [CH2:10]([C:11]#[CH:12])[NH:13][CH2:14][CH:15]=[O:16].[CH3:1][c:2]1[n:3][n:4][c:5]([N:7]=[C:8]=[O:9])[s:6]1.[cH:17]1[cH:18][cH:19][cH:20][cH:21][cH:22]1>>[CH3:1][c:2]1[n:3][n:4][c:5]([NH:7][C:8](=[O:9])[N:13]([CH2:10][C:11]#[CH:12])[CH2:14][CH:15]=[O:16])[s:6]1. Starting materials: Cl.ClC1=CC=C2C(=CC=NC2=C1)NC1=CC=C(C=C1)S(=O)(=O)Cl (4-(7-chloro-4-quinolylamino)-benzenesulphonyl chloride hydrochloride), NC1CCN(CC1)CCCC (4-amino-1-n-butyl piperidine), C([O-])([O-])=O.[Na+].[Na+] (sodium carbonate). Run in O (water), C(Cl)(Cl)Cl (chloroform). Conditions: time 8 hour. Product: ClC1=CC=C2C(=CC=NC2=C1)NC1=CC=C(C=C1)S(=O)(=O)NC1CCN(CC1)CCCC (4-(7-Chloro-4-quinolylamino)-N-(1-n-butyl-4-piperidyl)-benzene sulphonamide). As a reaction SMILES: Cl.[Cl:2][C:3]1[CH:12]=[C:11]2[C:6]([C:7]([NH:13][C:14]3[CH:19]=[CH:18][C:17]([S:20](Cl)(=[O:22])=[O:21])=[CH:16][CH:15]=3)=[CH:8][CH:9]=[N:10]2)=[CH:5][CH:4]=1.[NH2:24][CH:25]1[CH2:30][CH2:29][N:28]([CH2:31][CH2:32][CH2:33][CH3:34])[CH2:27][CH2:26]1.C(=O)([O-])[O-].[Na+].[Na+]>O.C(Cl)(Cl)Cl>[Cl:2][C:3]1[CH:12]=[C:11]2[C:6]([C:7]([NH:13][C:14]3[CH:19]=[CH:18][C:17]([S:20]([NH:24][CH:25]4[CH2:30][CH2:29][N:28]([CH2:31][CH2:32][CH2:33][CH3:34])[CH2:27][CH2:26]4)(=[O:22])=[O:21])=[CH:16][CH:15]=3)=[CH:8][CH:9]=[N:10]2)=[CH:5][CH:4]=1 |f:0.1,3.4.5|. Reported procedure: 7.8 Grams of 4-(7-chloro-4-quinolylamino)-benzenesulphonyl chloride hydrochloride [prepared as in Example 1(b)] were added in portions to a stirred mixture of 3.13 grams of 4-amino-1-n-butyl piperidine and 21.2 grams of sodium carbonate in 50 milliliters of water and 50 milliliters of chloroform. After stirring overnight at room temperature, the chloroform layer was separated, washed with water, dried and evaporated to give a brown solid which was triturated with ether to give 5.0 grams of the t... The reactants are FC(C(C#CC(=O)OC)=NC1=CC=C(C=C1)OC)(F)F (methyl 5,5,5-trifluoro-4-((4-methoxyphenyl)imino)pent-2-ynoate), halogenated hydrocarbon, O (water), ClC1=CC=C(CN)C=C1 (4-chlorobenzyl amine), C([O-])([O-])=O.[Cs+].[Cs+] (cesium carbonate). The solvent is O1CCCC1 (terahydrofuran). Reaction conditions: temperature 80 celsius. Yields the product COC1=CC=C(C=C1)NC1=CC(=NC(=C1F)C1=CC=C(C=C1)Cl)C(=O)OC (methyl 4-(4-methoxyphenylamino)-5-fluoro-6-(4-chlorophenyl)picolinate). As a reaction SMILES: F[C:2]([F:20])(F)[C:3](=[N:10][C:11]1[CH:16]=[CH:15][C:14]([O:17][CH3:18])=[CH:13][CH:12]=1)[C:4]#[C:5][C:6]([O:8][CH3:9])=[O:7].[Cl:21][C:22]1[CH:29]=[CH:28][C:25]([CH2:26][NH2:27])=[CH:24][CH:23]=1.C(=O)([O-])[O-].[Cs+].[Cs+].O>O1CCCC1>[CH3:18][O:17][C:14]1[CH:13]=[CH:12][C:11]([NH:10][C:3]2[C:2]([F:20])=[C:26]([C:25]3[CH:28]=[CH:29][C:22]([Cl:21])=[CH:23][CH:24]=3)[N:27]=[C:5]([C:6]([O:8][CH3:9])=[O:7])[CH:4]=2)=[CH:16][CH:15]=1 |f:2.3.4|. Reported procedure: In a typical reaction, methyl 5,5,5-trifluoro-4-((4-methoxyphenyl)imino)pent-2-ynoate is mixed with about a 2.5 to 3 fold excess of 4-chlorobenzyl amine and about a 2.5 to 3 fold excess of cesium carbonate in anhydrous terahydrofuran. The mixture is heated at about 80° C. until the reaction is complete. After cooling, an extraction solvent like a halogenated hydrocarbon is added to the mixture along with water. The organic layer is recovered, washed with brine and dried. The solvent is evaporate... Reactants: [Br-], C1CCOC1, [Zn+]C1CCCCC1, Cc1nc(C#Cc2cnc(Cl)nc2)cs1, c1ccc(P(c2ccccc2)(c2ccccc2)[Pd](P(c2ccccc2)(c2ccccc2)c2ccccc2)(P(c2ccccc2)(c2ccccc2)c2ccccc2)P(c2ccccc2)(c2ccccc2)c2ccccc2)cc1. Yields the product Cc1nc(C#Cc2cnc(C3CCCCC3)nc2)cs1. As a reaction SMILES: [Br-:16].[CH2:24]1[O:25][CH2:26][CH2:27][CH2:28]1.[CH:17]1([Zn+:23])[CH2:18][CH2:19][CH2:20][CH2:21][CH2:22]1.[Cl:1][c:2]1[n:3][cH:4][c:5]([C:8]#[C:9][c:10]2[n:11][c:12]([CH3:15])[s:13][cH:14]2)[cH:6][n:7]1.[cH:29]1[cH:30][cH:31][c:32]([P:33]([Pd:34]([P:35]([c:36]2[cH:37][cH:38][cH:39][cH:40][cH:41]2)([c:42]2[cH:43][cH:44][cH:45][cH:46][cH:47]2)[c:48]2[cH:49][cH:50][cH:51][cH:52][cH:53]2)([P:54]([c:55]2[cH:56][cH:57][cH:58][cH:59][cH:60]2)([c:61]2[cH:62][cH:63][cH:64][cH:65][cH:66]2)[c:67]2[cH:68][cH:69][cH:70][cH:71][cH:72]2)[P:73]([c:74]2[cH:75][cH:76][cH:77][cH:78][cH:79]2)([c:80]2[cH:81][cH:82][cH:83][cH:84][cH:85]2)[c:86]2[cH:87][cH:88][cH:89][cH:90][cH:91]2)([c:92]2[cH:93][cH:94][cH:95][cH:96][cH:97]2)[c:98]2[cH:99][cH:100][cH:101][cH:102][cH:103]2)[cH:104][cH:105]1>>[c:2]1([CH:17]2[CH2:18][CH2:19][CH2:20][CH2:21][CH2:22]2)[n:3][cH:4][c:5]([C:8]#[C:9][c:10]2[n:11][c:12]([CH3:15])[s:13][cH:14]2)[cH:6][n:7]1. Reactants: CC(C)=O, Cl, O=[Cr](=O)(O)O, O=Cc1cccc(OCCF)c1OCCF. Yields the product O=C(O)c1cccc(OCCF)c1OCCF. Reaction SMILES: [CH3:22][C:23](=[O:24])[CH3:25].[ClH:26].[Cr:17](=[O:18])([OH:19])([OH:20])=[O:21].[F:1][CH2:2][CH2:3][O:4][c:5]1[c:6]([CH:7]=[O:8])[cH:9][cH:10][cH:11][c:12]1[O:13][CH2:14][CH2:15][F:16]>>[F:1][CH2:2][CH2:3][O:4][c:5]1[c:6]([C:7](=[O:8])[OH:18])[cH:9][cH:10][cH:11][c:12]1[O:13][CH2:14][CH2:15][F:16].